From a dataset of the Open Reaction Database (ORD), a public repository of structured organic reaction records. describe an organic reaction: reactants, conditions, products, and yield Yields the product C(C)(C)(C)OC(=O)N1C=C(C2=CC=CC=C12)C(=O)OCC (Ethyl 1-(tert-butoxycarbonyl)indole-3-carboxylate). The yield is 105.9%. The solvent is C(C)#N (acetonitrile), C(C)(=O)OCC (ethyl acetate). As a reaction SMILES: [NH:1]1[C:9]2[C:4](=[CH:5][CH:6]=[CH:7][CH:8]=2)[C:3]([C:10]([O:12][CH2:13][CH3:14])=[O:11])=[CH:2]1.[C:15]([O:19][C:20](=O)[O:21]C(C)(C)C)([CH3:18])([CH3:17])[CH3:16]>CN(C1C=CN=CC=1)C.C(#N)C.C(OCC)(=O)C>[C:15]([O:19][C:20]([N:1]1[C:9]2[C:4](=[CH:5][CH:6]=[CH:7][CH:8]=2)[C:3]([C:10]([O:12][CH2:13][CH3:14])=[O:11])=[CH:2]1)=[O:21])([CH3:18])([CH3:17])[CH3:16]. Reagents/catalysts: CN(C)C=1C=CN=CC1 (4-DMAP). The reactants are N1C=C(C2=CC=CC=C12)C(=O)OCC (ethyl indole-3-carboxylate), C(C)(C)(C)OC(OC(C)(C)C)=O (di-tert-butylcarbonate). Reported procedure: A solution of 3.15 g of ethyl indole-3-carboxylate, 4.36 g of di-tert-butylcarbonate and 0.02 g of 4-DMAP in 30 ml of acetonitrile is stirred at room temperature for 15 min. The reaction mixture is then diluted with 200 ml of ethyl acetate. The organic phase is washed with dilute hydrochloric acid, water and saturated sodium chloride solution in succession, dried over sodium sulfate and concentrated. Purification by means of FC over 80 g of silica gel with a 15:1 mixture of hexane and ethyl acet... Reactants: CN1CCCC1=O, CCOC(C)=O, Cc1ccc(C(C)C)cc1N, CCN(C(C)C)C(C)C, Clc1nc(Cl)c2c(n1)C(c1ccccc1)CC2. Product: Cc1ccc(C(C)C)cc1Nc1nc(Cl)nc2c1CCC2c1ccccc1. RXN SMILES: [CH3:38][N:39]1[CH2:40][CH2:41][CH2:42][C:43]1=[O:44].[CH3:45][CH2:46][O:47][C:48]([CH3:49])=[O:50].[CH:18]([CH3:19])([CH3:20])[c:21]1[cH:22][cH:23][c:24]([CH3:28])[c:25]([NH2:26])[cH:27]1.[CH:29]([N:30]([CH2:31][CH3:32])[CH:33]([CH3:34])[CH3:35])([CH3:36])[CH3:37].[Cl:1][c:2]1[n:3][c:4]([Cl:17])[c:5]2[c:6]([n:7]1)[CH:8]([c:11]1[cH:12][cH:13][cH:14][cH:15][cH:16]1)[CH2:9][CH2:10]2>>[Cl:1][c:2]1[n:3][c:4]([NH:26][c:25]2[c:24]([CH3:28])[cH:23][cH:22][c:21]([CH:18]([CH3:19])[CH3:20])[cH:27]2)[c:5]2[c:6]([n:7]1)[CH:8]([c:11]1[cH:12][cH:13][cH:14][cH:15][cH:16]1)[CH2:9][CH2:10]2. Procedure details: Bromonitirile (1.96 g) is added to a solution of N-cyclopropyl-4-oxazol-5-yl-N-piperidin-4-yl-benzamide (3.50 g) and ethyldiisopropylamine (9.60 mL) in dichloromethane (125 mL) and tetrahydrofuran (125 mL) and the reaction mixture is stirred over night at room temperature. The reaction mixture is washed with water and the organic phase is dried over Na2SO4 and concentrated in vacuo. The residue is triturated with diethyl ether to afford the title compound. LC (method 3): tR=1.55 min; Mass spectr... The solvent is ClCCl (dichloromethane), O1CCCC1 (tetrahydrofuran). Reaction SMILES: [CH:1]1([N:4]([CH:18]2[CH2:23][CH2:22][NH:21][CH2:20][CH2:19]2)[C:5](=[O:17])[C:6]2[CH:11]=[CH:10][C:9]([C:12]3[O:16][CH:15]=[N:14][CH:13]=3)=[CH:8][CH:7]=2)[CH2:3][CH2:2]1.[CH2:24]([N:26](C(C)C)C(C)C)C>ClCCl.O1CCCC1>[C:24]([N:21]1[CH2:22][CH2:23][CH:18]([N:4]([CH:1]2[CH2:3][CH2:2]2)[C:5](=[O:17])[C:6]2[CH:7]=[CH:8][C:9]([C:12]3[O:16][CH:15]=[N:14][CH:13]=3)=[CH:10][CH:11]=2)[CH2:19][CH2:20]1)#[N:26]. The reactants are C1(CC1)N(C(C1=CC=C(C=C1)C1=CN=CO1)=O)C1CCNCC1 (N-cyclopropyl-4-oxazol-5-yl-N-piperidin-4-yl-benzamide), C(C)N(C(C)C)C(C)C (ethyldiisopropylamine). Product: C(#N)N1CCC(CC1)N(C(C1=CC=C(C=C1)C1=CN=CO1)=O)C1CC1 (N-(1-Cyano-piperidin-4-yl)-N-cyclopropyl-4-oxazol-5-yl-benzamide).